From a dataset of the Open Reaction Database (ORD), a public repository of structured organic reaction records. describe an organic reaction: reactants, conditions, products, and yield The reactants are C(C)(=O)NC=1C=C(C(=CC1)Cl)C(F)(F)F (3-acetamido-6-chlorobenzotrifluoride), [N+](=O)(O)[O-] (HNO3), ice water. The solvent is OS(=O)(=O)O (H2SO4). Run at temperature 0 celsius, time 0.5 hour. The product is C(C)(=O)NC=1C=C(C(=CC1[N+](=O)[O-])Cl)C(F)(F)F (3-acetamido-6-chloro-4-nitrobenzotrifluoride). The yield is 91.0%. RXN SMILES: [C:1]([NH:4][C:5]1[CH:6]=[C:7]([C:12]([F:15])([F:14])[F:13])[C:8]([Cl:11])=[CH:9][CH:10]=1)(=[O:3])[CH3:2].[N+:16]([O-])([OH:18])=[O:17]>OS(O)(=O)=O>[C:1]([NH:4][C:5]1[CH:6]=[C:7]([C:12]([F:15])([F:13])[F:14])[C:8]([Cl:11])=[CH:9][C:10]=1[N+:16]([O-:18])=[O:17])(=[O:3])[CH3:2]. Reported procedure: To 3-acetamido-6-chlorobenzotrifluoride (908 mg, 3.82 mmol) in concentrated H2SO4 (4 mL) at 0° C. was added dropwise 70% HNO3 (0.5 mL, Baker). The mixture was stirred at 0° C. for 0.5 h, then at room temperature 3 h, and it was poured into ice water (15 g). The precipitate was collected by filtration, affording 990 mg (91%) of crude 3-acetamido-6-chloro-4-nitrobenzotrifluoride. It was crystallized from EtOH/H2O to give 770 mg of pure compound as yellow needles. 1H NMR (CDCl3): δ 2.326 (S, 3H), 8... Reactants: FC1=C2C=CC(=NC2=CC=C1F)C (5,6-difluoro-2-methylquinoline), ClC1=CC(=CC=C1)C(=O)OO (3-chloroperbenzoic acid). Solvent: C(Cl)(Cl)Cl (chloroform), C(Cl)(Cl)Cl (chloroform). Reaction conditions: temperature 0 celsius, time 1 hour. Product: FC1=C2C=CC(=[N+](C2=CC=C1F)[O-])C (5,6-difluoro-2-methylquinoline-1-oxide). The yield is 76.2%. RXN SMILES: [F:1][C:2]1[C:11]([F:12])=[CH:10][CH:9]=[C:8]2[C:3]=1[CH:4]=[CH:5][C:6]([CH3:13])=[N:7]2.ClC1C=CC=C(C(OO)=[O:22])C=1>C(Cl)(Cl)Cl>[F:1][C:2]1[C:11]([F:12])=[CH:10][CH:9]=[C:8]2[C:3]=1[CH:4]=[CH:5][C:6]([CH3:13])=[N+:7]2[O-:22]. Procedure: 1.0 g of 5,6-difluoro-2-methylquinoline was dissolved in 30 ml of chloroform and then a mixture of 20 ml of chloroform and 1.0 g of 3-chloroperbenzoic acid was added dropwise thereto under cooling in an ice bath. The resulting mixture was stirred for 2 hours at 0° C. and for additional one hour at room temperature. The reaction mixture was washed twice with a saturated aqueous solution of sodium bicarbonate and washed with a saturated aqueous solution of sodium chloride. After drying, the solven... The reactants are O.NN (hydrazine hydrate), C(C)(=O)O (acetic acid), COC1=C(C(=CC=C1)OCC1=CC=C(C=C1)OC)C(/C=C(/SC)\NC=1N=CC(=NC1)C#N)=O ((E)-5-(3-(2-methoxy-6-(4-methoxybenzyloxy)phenyl)-1-(methylthio)-3-oxoprop-1-enylamino)pyrazine-2-carbonitrile). Solvent: C(C)O (ethanol). Run at temperature 65 celsius, time 8 hour. Yields the product COC1=C(C(=CC=C1)OCC1=CC=C(C=C1)OC)C1=CC(=NN1)NC=1N=CC(=NC1)C#N (5-(5-(2-Methoxy-6-(4-methoxybenzyloxy)phenyl)-1H-pyrazol-3-ylamino)pyrazine-2-carbonitrile). Yield: 87.0%. RXN SMILES: [CH3:1][O:2][C:3]1[CH:8]=[CH:7][CH:6]=[C:5]([O:9][CH2:10][C:11]2[CH:16]=[CH:15][C:14]([O:17][CH3:18])=[CH:13][CH:12]=2)[C:4]=1[C:19](=O)/[CH:20]=[C:21](\[NH:24][C:25]1[N:26]=[CH:27][C:28]([C:31]#[N:32])=[N:29][CH:30]=1)/SC.O.[NH2:35][NH2:36].C(O)(=O)C>C(O)C>[CH3:1][O:2][C:3]1[CH:8]=[CH:7][CH:6]=[C:5]([O:9][CH2:10][C:11]2[CH:16]=[CH:15][C:14]([O:17][CH3:18])=[CH:13][CH:12]=2)[C:4]=1[C:19]1[NH:36][N:35]=[C:21]([NH:24][C:25]2[N:26]=[CH:27][C:28]([C:31]#[N:32])=[N:29][CH:30]=2)[CH:20]=1 |f:1.2|. Procedure details: A 10 L flange-neck flask, equipped with an air stirrer rod and paddle, thermometer, water condenser, and nitrogen bubbler, is charged with (E)-5-(3-(2-methoxy-6-(4-methoxybenzyloxy)phenyl)-1-(methylthio)-3-oxoprop-1-enylamino)pyrazine-2-carbonitrile (196 g, 423.8 mmol) and absolute ethanol (3 L). To the stirred suspension under nitrogen is added hydrazine hydrate (41.0 mL, 838.7 mmol) and glacial acetic acid (66.0 mL, 1.15 moles). A small exotherm is noted. The yellow suspension is warmed up to ... The reactants are O=C(c1ccc(Br)cc1O)C(F)(F)F, CC(=O)[O-], CO, Cl, NO, [Na+], O. Yields the product ON=C(c1ccc(Br)cc1O)C(F)(F)F. As a reaction SMILES: [Br:11][c:12]1[cH:13][c:14]([OH:24])[c:15]([C:18]([C:19]([F:20])([F:21])[F:22])=[O:23])[cH:16][cH:17]1.[CH3:2][C:3](=[O:4])[O-:5].[CH3:9][OH:10].[ClH:6].[NH2:7][OH:8].[Na+:1].[OH2:25]>>[N:7]([OH:8])=[C:18]([c:15]1[c:14]([OH:24])[cH:13][c:12]([Br:11])[cH:17][cH:16]1)[C:19]([F:20])([F:21])[F:22]. Reactants: [Br-].C1CCCC1 (cyclopentane bromide), OC1=CC(=C(C=C1)C(C)=O)F (4′-hydroxy-2′-fluoroacetophenone), [Br-].C1CCCC1 (cyclopentane bromide), C([O-])([O-])=O.[Cs+].[Cs+] (cesium carbonate). Solvent: C(C)#N (acetonitrile), C(C)(=O)OCC (ethyl acetate). Conditions: temperature 70 celsius. Product: C1(CCCC1)OC1=CC(=C(C=C1)C(C)=O)F (4′-Cyclopentyloxy-2′-fluoroacetophenone). As a reaction SMILES: [OH:1][C:2]1[CH:7]=[CH:6][C:5]([C:8](=[O:10])[CH3:9])=[C:4]([F:11])[CH:3]=1.[Br-].[CH2:13]1[CH2:17][CH2:16][CH2:15][CH2:14]1.C(=O)([O-])[O-].[Cs+].[Cs+]>C(#N)C.C(OCC)(=O)C>[CH:13]1([O:1][C:2]2[CH:7]=[CH:6][C:5]([C:8](=[O:10])[CH3:9])=[C:4]([F:11])[CH:3]=2)[CH2:17][CH2:16][CH2:15][CH2:14]1 |f:1.2,3.4.5|. Procedure details: A suspension of 2.5 g 4′-hydroxy-2′-fluoroacetophenone, 2.0 mL cyclopentane bromide and 7.9 g cesium carbonate in acetonitrile (35 mL) was heated for 1 hour under reflux and then heated at 70° C. for 15 hours. Further, 1.0 mL cyclopentane bromide was added thereto, and the mixture was heated for 3 hours under reflux. The reaction mixture was diluted with ethyl acetate, washed with water and brine and dried over anhydrous sodium sulfate, and the solvent was removed, whereby 3.65 g of the title co...